Dataset: the Open Reaction Database (ORD), a public repository of structured organic reaction records. Task: describe an organic reaction: reactants, conditions, products, and yield The reactants are CCOC(=O)Cc1ccc(Br)cc1, CC(C)C[AlH]CC(C)C. Yields the product O=CCc1ccc(Br)cc1. RXN SMILES: [Br:1][c:2]1[cH:3][cH:4][c:5]([CH2:8][C:9](=[O:10])[O:11][CH2:12][CH3:13])[cH:6][cH:7]1.[CH3:14][CH:15]([CH2:16][AlH:17][CH2:18][CH:19]([CH3:20])[CH3:21])[CH3:22]>>[Br:1][c:2]1[cH:3][cH:4][c:5]([CH2:8][CH:9]=[O:10])[cH:6][cH:7]1.